From a dataset of the Open Reaction Database (ORD), a public repository of structured organic reaction records. describe an organic reaction: reactants, conditions, products, and yield The reactants are ClC1=C(C(=O)N=C=O)C(=CC=C1)Cl (2,6-dichloro-benzoylisocyanate), FC(OC1=CC=C(N)C=C1)(F)F (4-trifluoromethoxy-aniline). Solvent: C1(=CC=CC=C1)C (toluene), C1(=CC=CC=C1)C (toluene). Run at temperature 80 celsius, time 2 hour. Yields the product FC(OC1=CC=C(C=C1)NC(=O)NC(C1=C(C=CC=C1Cl)Cl)=O)(F)F (N-(4-trifluoromethoxyphenyl)-N'-(2,6-dichlorobenzoyl)-urea). As a reaction SMILES: [Cl:1][C:2]1[CH:12]=[CH:11][CH:10]=[C:9]([Cl:13])[C:3]=1[C:4]([N:6]=[C:7]=[O:8])=[O:5].[F:14][C:15]([F:25])([F:24])[O:16][C:17]1[CH:23]=[CH:22][C:20]([NH2:21])=[CH:19][CH:18]=1>C1(C)C=CC=CC=1>[F:14][C:15]([F:24])([F:25])[O:16][C:17]1[CH:18]=[CH:19][C:20]([NH:21][C:7]([NH:6][C:4](=[O:5])[C:3]2[C:2]([Cl:1])=[CH:12][CH:11]=[CH:10][C:9]=2[Cl:13])=[O:8])=[CH:22][CH:23]=1. Procedure: A solution of 6.5 g (0.03 mole) of 2,6-dichloro-benzoylisocyanate in 20 ml of toluene was added to 5.4 g (0.03 mole) of 4-trifluoromethoxy-aniline dissolved in 80 ml of toluene at 60° C. The batch was stirred for two hours at 80° C, a part of the solvent was distilled off in vacuo and the product which had precipitated was filtered off. After drying, 10 g (84.5% of theory) of analytically pure N-(4-trifluoromethoxyphenyl)-N'-(2,6-dichlorobenzoyl)-urea of melting point 202° C were obtained. Starting materials: ClC1=CC=C2C(=C1)NC(C21C(NCC1CC(C)(C)C)C1=CC(=CC=C1)Cl)=O (rac-(2′R,3′S,4′S)-6-chloro-2′-(3-chloro-phenyl)-4′-(2,2-dimethyl-propyl)-1H-spiro[indole-3,3′-pyrrolidin]-2-one), C1(=CC=CC=C1)C (toluene), C(=O)(Cl)Cl (phosgene), C(=O)(O)[O-].[Na+] (NaHCO3). Run in ClCCl (dichloromethane). Product: ClC1=CC=C2C(=C1)NC(C21C(N(CC1CC(C)(C)C)C(=O)Cl)C1=CC(=CC=C1)Cl)=O (rac-(2′R,3′S,4′S)-6-chloro-2′-(3-chloro-phenyl)-4′-(2,2-dimethyl-propyl)-2-oxo-1,2-dihydro-spiro[indole-3,3′-pyrrolidine]-1′-carbonyl chloride). Reaction SMILES: [Cl:1][C:2]1[CH:7]=[C:6]2[NH:8][C:9](=[O:27])[C:10]3([CH:14]([CH2:15][C:16]([CH3:19])([CH3:18])[CH3:17])[CH2:13][NH:12][CH:11]3[C:20]3[CH:25]=[CH:24][CH:23]=[C:22]([Cl:26])[CH:21]=3)[C:5]2=[CH:4][CH:3]=1.C1(C)C=CC=CC=1.[C:35](Cl)([Cl:37])=[O:36].C([O-])(O)=O.[Na+]>ClCCl>[Cl:1][C:2]1[CH:7]=[C:6]2[NH:8][C:9](=[O:27])[C:10]3([CH:14]([CH2:15][C:16]([CH3:17])([CH3:18])[CH3:19])[CH2:13][N:12]([C:35]([Cl:37])=[O:36])[CH:11]3[C:20]3[CH:25]=[CH:24][CH:23]=[C:22]([Cl:26])[CH:21]=3)[C:5]2=[CH:4][CH:3]=1 |f:3.4|. Procedure: In a manner similar to the method described in Example 8, rac-(2′R,3′S,4′S)-6-chloro-2′-(3-chloro-phenyl)-4′-(2,2-dimethyl-propyl)-1H-spiro[indole-3,3′-pyrrolidin]-2-one prepared in Example 16 (0.3 g, 0.74 mmol) was reacted with a toluene solution (Aldrich, 20%) of phosgene (0.7 mL, 1.3 mmol) and saturated aqueous NaHCO3 solution (5 mL) in dichloromethane (5 mL) to give rac-(2′R,3′S,4′S)-6-chloro-2′-(3-chloro-phenyl)-4′-(2,2-dimethyl-propyl)-2-oxo-1,2-dihydro-spiro[indole-3,3′-pyrrolidine]-1′-ca... The reactants are C1(CCCC1)OC=1C=C(C=CC1OC)CCNC(C(=O)O)=O (N-[2-(3-cyclopentyloxy-4-methoxyphenyl)ethyl]oxamic acid), NCC1=CC=NC=C1 (4-aminomethyl pyridine), CCN=C=NCCCN(C)C (EDAC), CN(C)C1=NC=CC=C1 (dimethylaminopyridine). The product is C1(CCCC1)OC=1C=C(C=CC1OC)CCNC(=O)C(=O)NCC1=CC=NC=C1 (N-[2-(3-Cyclopentyloxy-4-methoxyphenyl)ethyl]-N'-(4-pyridinylmethyl)oxamide). RXN SMILES: [CH:1]1([O:6][C:7]2[CH:8]=[C:9]([CH2:15][CH2:16][NH:17][C:18](=[O:22])[C:19]([OH:21])=O)[CH:10]=[CH:11][C:12]=2[O:13][CH3:14])[CH2:5][CH2:4][CH2:3][CH2:2]1.CCN=C=NCCCN(C)C.CN(C1C=CC=CN=1)C.[NH2:43][CH2:44][C:45]1[CH:50]=[CH:49][N:48]=[CH:47][CH:46]=1>>[CH:1]1([O:6][C:7]2[CH:8]=[C:9]([CH2:15][CH2:16][NH:17][C:18]([C:19]([NH:43][CH2:44][C:45]3[CH:50]=[CH:49][N:48]=[CH:47][CH:46]=3)=[O:21])=[O:22])[CH:10]=[CH:11][C:12]=2[O:13][CH3:14])[CH2:2][CH2:3][CH2:4][CH2:5]1. Reported procedure: Using a solution of N-[2-(3-cyclopentyloxy-4-methoxyphenyl)ethyl]oxamic acid (284 mg, 0.92 mmol), EDAC (220 mg, 1.16 mmol) and dimethylaminopyridine (140, 1.25 mmol) and 4-aminomethyl pyridine in an analogous method to that of Example 12 above provided the title compound yielding (126 mg, 34%): m.p. 129°-131° C. Reactants: Cl.C(C1=CC=CC=C1)N1CC(OCC1)C(C(=O)OCC)O (ethyl 2-(4-benzylmorpholin-2-yl)-2-hydroxyacetate hydrochloride). The solvent is CCO (EtOH). Product: Cl.OC(C(=O)OCC)C1CNCCO1 (ethyl 2-hydroxy-2-morpholin-2-ylacetate hydrochloride). Isolated yield 101.1%. As a reaction SMILES: [ClH:1].C([N:9]1[CH2:14][CH2:13][O:12][CH:11]([CH:15]([OH:21])[C:16]([O:18][CH2:19][CH3:20])=[O:17])[CH2:10]1)C1C=CC=CC=1>CCO>[ClH:1].[OH:21][CH:15]([CH:11]1[O:12][CH2:13][CH2:14][NH:9][CH2:10]1)[C:16]([O:18][CH2:19][CH3:20])=[O:17] |f:0.1,3.4|. Procedure details: According to the Step 33-1 in synthetic method for EXAMPLE 33, compound 115-2 (0.9 g) with EtOH was used instead of EXAMPLE 32 to obtain compound 115-3 (0.65 g) as pale yellow amorphous solid. The reactants are NC1=CC=CC=C1 (aniline), C(C(=C)CC(=O)O)(=O)O (itaconic acid), ice. Solvent: Cl (hydrochloric acid). Product: O=C1CC(CN1C1=CC=CC=C1)C(=O)O (5-oxo-1-phenylpyrrolidine-3-carboxylic acid). As a reaction SMILES: [NH2:1][C:2]1[CH:7]=[CH:6][CH:5]=[CH:4][CH:3]=1.[C:8]([OH:16])(=[O:15])[C:9]([CH2:11][C:12](O)=[O:13])=[CH2:10]>Cl>[O:13]=[C:12]1[N:1]([C:2]2[CH:7]=[CH:6][CH:5]=[CH:4][CH:3]=2)[CH2:10][CH:9]([C:8]([OH:16])=[O:15])[CH2:11]1. Reported procedure: In accordance with the method of “Journal of the American Chemical Society”, vol. 72, 1950, p. 1415, aniline was added to an itaconic acid aqueous solution and heated under reflux for 12Hours. After completion of the reaction, this was ice-cooled and mixed with 70 ml of 1 M hydrochloric acid, and the thus precipitated crystals were collected by filtration to obtain 5-oxo-1-phenylpyrrolidine-3-carboxylic acid. EP: 206.